describe an organic reaction: reactants, conditions, products, and yield From a dataset of the Open Reaction Database (ORD), a public repository of structured organic reaction records. Reactants: C(C)(C)(C)OC(=O)C1=C(SC=2CN(C(CC21)CN)CC2=CC=C(C=C2)OC)N (2-amino-5-aminomethyl-6-(4-methoxy-benzyl)-4,5,6,7-tetrahydro-thieno[2,3-c]pyridine-3-carboxylic acid tert-butyl ester), O1COC2=C1C=CC(=C2)CC(=O)O (benzo[1,3]dioxol-5-yl-acetic acid), O.ON1N=NC2=C1C=CC=C2 (1-hydroxybenzotriazole hydrate), C(C)(C)N(C(C)C)CC (N,N-diisopropyl-ethylamine), Cl.CN(CCCN=C=NCC)C (1-(3-dimethylaminopropyl)-3-ethylcarbodiimide hydrochloride). Run at time 16 hour. Reaction SMILES: [C:1]([O:5][C:6]([C:8]1[C:16]2[CH2:15][CH:14]([CH2:17][NH2:18])[N:13]([CH2:19][C:20]3[CH:25]=[CH:24][C:23]([O:26][CH3:27])=[CH:22][CH:21]=3)[CH2:12][C:11]=2[S:10][C:9]=1[NH2:28])=[O:7])([CH3:4])([CH3:3])[CH3:2].[O:29]1[C:33]2[CH:34]=[CH:35][C:36]([CH2:38][C:39](O)=[O:40])=[CH:37][C:32]=2[O:31][CH2:30]1.O.ON1C2C=CC=CC=2N=N1.C(N(CC)C(C)C)(C)C.Cl.CN(C)CCCN=C=NCC>C(#N)C>[C:1]([O:5][C:6]([C:8]1[C:16]2[CH2:15][CH:14]([CH2:17][NH:18][C:39](=[O:40])[CH2:38][C:36]3[CH:35]=[CH:34][C:33]4[O:29][CH2:30][O:31][C:32]=4[CH:37]=3)[N:13]([CH2:19][C:20]3[CH:21]=[CH:22][C:23]([O:26][CH3:27])=[CH:24][CH:25]=3)[CH2:12][C:11]=2[S:10][C:9]=1[NH2:28])=[O:7])([CH3:4])([CH3:3])[CH3:2] |f:2.3,5.6|. Yields the product C(C)(C)(C)OC(=O)C1=C(SC=2CN(C(CC21)CNC(CC2=CC1=C(OCO1)C=C2)=O)CC2=CC=C(C=C2)OC)N (2-amino-5-((2-benzo[1,3]dioxol-5-yl-acetylamino)methyl)-6-(4-methoxy-benzyl)-4,5,6,7-tetrahydro-thieno[2,3-c]pyridine-3-carboxylic acid tert-butyl ester). Solvent: C(C)#N (acetonitrile). Yield: 64.0%. Procedure: To a mixture of 2-amino-5-aminomethyl-6-(4-methoxy-benzyl)-4,5,6,7-tetrahydro-thieno[2,3-c]pyridine-3-carboxylic acid tert-butyl ester (300 mg, 0.74 mmol), benzo[1,3]dioxol-5-yl-acetic acid (134 mg, 0.74 mmol), 1-hydroxybenzotriazole hydrate (111 mg, 0.82 mmol), and N,N-diisopropyl-ethylamine (258 μL, 1.48 mmol) in acetonitrile (5 ml) at room temperature was added 1-(3-dimethylaminopropyl)-3-ethylcarbodiimide hydrochloride (157 mg, 0.82 mmol). The reaction mixture was stirred for 16 hours and th...